This data is from the Open Reaction Database (ORD), a public repository of structured organic reaction records. The task is: describe an organic reaction: reactants, conditions, products, and yield Reactants: OCCBr, O=C([O-])[O-], CN(C)C=O, CCC1CC(N(Cc2cc(C(F)(F)F)cc(C(F)(F)F)c2)c2nn[nH]n2)c2nc(C(F)(F)F)ccc2N1C(=O)OC(C)C, [Cs+], [Cs+], O. Yields the product CCC1CC(N(Cc2cc(C(F)(F)F)cc(C(F)(F)F)c2)c2nnn(CCO)n2)c2nc(C(F)(F)F)ccc2N1C(=O)OC(C)C. As a reaction SMILES: [Br:1][CH2:2][CH2:3][OH:4].[C:48](=[O:49])([O-:50])[O-:51].[CH3:55][N:56]([CH3:57])[CH:58]=[O:59].[CH:5]([CH3:6])([CH3:7])[O:8][C:9](=[O:10])[N:11]1[CH:12]([CH2:46][CH3:47])[CH2:13][CH:14]([N:25]([c:26]2[n:27][n:28][nH:29][n:30]2)[CH2:31][c:32]2[cH:33][c:34]([C:42]([F:43])([F:44])[F:45])[cH:35][c:36]([C:38]([F:39])([F:40])[F:41])[cH:37]2)[c:15]2[n:16][c:17]([C:21]([F:22])([F:23])[F:24])[cH:18][cH:19][c:20]21.[Cs+:52].[Cs+:53].[OH2:54]>>[CH2:2]([CH2:3][OH:4])[n:29]1[n:28][n:27][c:26]([N:25]([CH:14]2[CH2:13][CH:12]([CH2:46][CH3:47])[N:11]([C:9]([O:8][CH:5]([CH3:6])[CH3:7])=[O:10])[c:20]3[c:15]2[n:16][c:17]([C:21]([F:22])([F:23])[F:24])[cH:18][cH:19]3)[CH2:31][c:32]2[cH:33][c:34]([C:42]([F:43])([F:44])[F:45])[cH:35][c:36]([C:38]([F:39])([F:40])[F:41])[cH:37]2)[n:30]1. Product: Cl.ClC=1C=C(C=CC1C(F)(F)F)C1=CC(=NC=N1)NC[C@H](N)C1=CC=CC=C1 ((1R)—N2-{6-[3-Chloro-4-(trifluoromethyl)phenyl]pyrimidin-4-yl}-1-phenylethane-1,2-diamine hydrochloride). The solvent is C(Cl)Cl (CH2Cl2). Run at time 8 hour. Reactants: Cl (HCl), C(C)(C)(C)OC(N[C@@H](CNC1=NC=NC(=C1)C1=CC(=C(C=C1)C(F)(F)F)Cl)C1=CC=CC=C1)=O (tert-butyl[(1R)-2-({6-[3-chloro-4-(trifluoromethyl)phenyl]pyrimidin-4-yl}amino)-1-phenylethyl]carbamate). Reaction SMILES: Cl.C(OC(=O)[NH:8][C@H:9]([C:29]1[CH:34]=[CH:33][CH:32]=[CH:31][CH:30]=1)[CH2:10][NH:11][C:12]1[CH:17]=[C:16]([C:18]2[CH:23]=[CH:22][C:21]([C:24]([F:27])([F:26])[F:25])=[C:20]([Cl:28])[CH:19]=2)[N:15]=[CH:14][N:13]=1)(C)(C)C>C(Cl)Cl>[ClH:28].[Cl:28][C:20]1[CH:19]=[C:18]([C:16]2[N:15]=[CH:14][N:13]=[C:12]([NH:11][CH2:10][C@@H:9]([C:29]3[CH:34]=[CH:33][CH:32]=[CH:31][CH:30]=3)[NH2:8])[CH:17]=2)[CH:23]=[CH:22][C:21]=1[C:24]([F:26])([F:25])[F:27] |f:3.4|. Procedure: A HCl solution (2 M in Et20, 1.01 mL) was added to tert-butyl[(1R)-2-({6-[3-chloro-4-(trifluoromethyl)phenyl]pyrimidin-4-yl}amino)-1-phenylethyl]carbamate (200 mg, 0.41 mmol) in CH2Cl2 (4 mL). The reaction mixture was stirred at rt overnight. The precipitate was filtered and washed with Et2O to yield the title compound (138 mg, 79%). MS (ESI): mass calcd. for C19H16ClF3N4, 392.10; m/z found, 393.1 [M+H]+. 1H NMR (CD3OD): 8.85 (s, 1H), 8.13 (s, 1H), 8.04 (d, J=8.3 Hz, 1H), 7.93 (d, J=8.3 Hz, 1H),... The yield is 156.8%. The reactants are C=O (CH2O), IC1=NC(=CN=C1)I (2,6-diiodopyrazine), C(C=C)O (allyl alcohol). Solvent: ClCCl (dichloromethane). Yields the product IC1=NC(=CN=C1)OCC=C (2-Iodo-6-allyloxypyrazine). Reaction SMILES: I[C:2]1[CH:7]=[N:6][CH:5]=[C:4]([I:8])[N:3]=1.[CH2:9]([OH:12])[CH:10]=[CH2:11].C=O>ClCCl>[I:8][C:4]1[CH:5]=[N:6][CH:7]=[C:2]([O:12][CH2:9][CH:10]=[CH2:11])[N:3]=1. Reported procedure: This was prepared from 2,6-diiodopyrazine (5.5 g, 16.6 mmol) and allyl alcohol by the procedure described for Example 31 part 1. Chromatography through silica gel using dichloromethane as eluant gave the pure product (2 g), δ (250 MHz, CDCl3) 4.83-4.86 (2H, m, CH2O); 5.29-5.35 (1H, m, cis-vinyl-H); 5.39-5.48 (1H, m, trans-vinyl-H); 5.98-6.13 (1H, m, vinyl-H); 8.16 (1H, s, pyrazine-H); 8.40 (1H, s, pyrazine-H).